Dataset: the Open Reaction Database (ORD), a public repository of structured organic reaction records. Task: describe an organic reaction: reactants, conditions, products, and yield Starting materials: CC(=O)Cl, ClCCl, OCCCNc1nc2cc(C(F)(F)F)ccc2n2c(C3=CCNCC3)cnc12. Product: CC(=O)N1CC=C(c2cnc3c(NCCCO)nc4cc(C(F)(F)F)ccc4n23)CC1. RXN SMILES: [CH3:29][C:30]([Cl:31])=[O:32].[Cl:33][CH2:34][Cl:35].[NH:1]1[CH2:2][CH2:3][C:4]([c:7]2[cH:8][n:9][c:10]3[n:11]2[c:12]2[cH:13][cH:14][c:15]([C:25]([F:26])([F:27])[F:28])[cH:16][c:17]2[n:18][c:19]3[NH:20][CH2:21][CH2:22][CH2:23][OH:24])=[CH:5][CH2:6]1>>[N:1]1([C:30]([CH3:29])=[O:32])[CH2:2][CH2:3][C:4]([c:7]2[cH:8][n:9][c:10]3[n:11]2[c:12]2[cH:13][cH:14][c:15]([C:25]([F:26])([F:27])[F:28])[cH:16][c:17]2[n:18][c:19]3[NH:20][CH2:21][CH2:22][CH2:23][OH:24])=[CH:5][CH2:6]1. The reactants are C(C)OC(=O)C1(CCC1)C1=CC=C(C=C1)C1=CC=C(C=C1)C1=C(C(=NO1)C)N (1-[4′-(4-amino-3-methyl-isoxazol-5-yl)-biphenyl-4-yl]-cyclobutanecarboxylic acid ethyl ester), BrC1=NC(=CC=C1)C1=CC=CC=C1 (2-bromo-6-phenyl-pyridine). The product is C(C)OC(=O)C1(CCC1)C1=CC=C(C=C1)C1=CC=C(C=C1)C1=C(C(=NO1)C)NC1=NC(=CC=C1)C1=CC=CC=C1 (1-{4′-[3-Methyl-4-(6-phenyl-pyridin-2-ylamino)-isoxazol-5-yl]-biphenyl-4-yl}-cyclobutanecarboxylic acid ethyl ester). Reaction SMILES: [CH2:1]([O:3][C:4]([C:6]1([C:10]2[CH:15]=[CH:14][C:13]([C:16]3[CH:21]=[CH:20][C:19]([C:22]4[O:26][N:25]=[C:24]([CH3:27])[C:23]=4[NH2:28])=[CH:18][CH:17]=3)=[CH:12][CH:11]=2)[CH2:9][CH2:8][CH2:7]1)=[O:5])[CH3:2].Br[C:30]1[CH:35]=[CH:34][CH:33]=[C:32]([C:36]2[CH:41]=[CH:40][CH:39]=[CH:38][CH:37]=2)[N:31]=1>>[CH2:1]([O:3][C:4]([C:6]1([C:10]2[CH:15]=[CH:14][C:13]([C:16]3[CH:21]=[CH:20][C:19]([C:22]4[O:26][N:25]=[C:24]([CH3:27])[C:23]=4[NH:28][C:30]4[CH:35]=[CH:34][CH:33]=[C:32]([C:36]5[CH:37]=[CH:38][CH:39]=[CH:40][CH:41]=5)[N:31]=4)=[CH:18][CH:17]=3)=[CH:12][CH:11]=2)[CH2:7][CH2:8][CH2:9]1)=[O:5])[CH3:2]. Reported procedure: Prepared according to the procedure described in Example 68, Step 2, using 1-[4′-(4-amino-3-methyl-isoxazol-5-yl)-biphenyl-4-yl]-cyclobutanecarboxylic acid ethyl ester and 2-bromo-6-phenyl-pyridine. The reactants are NC1=C(C(=O)O)C=CC(=C1Cl)Cl (2-amino-3,4-dichlorobenzoic acid), NC(=O)N (urea), solid. As a reaction SMILES: [NH2:1][C:2]1[C:10]([Cl:11])=[C:9]([Cl:12])[CH:8]=[CH:7][C:3]=1[C:4](O)=[O:5].[NH2:13][C:14](N)=[O:15]>>[Cl:12][C:9]1[C:10]([Cl:11])=[C:2]2[C:3]([C:4](=[O:5])[NH:13][C:14](=[O:15])[NH:1]2)=[CH:7][CH:8]=1. The product is ClC1=CC=C2C(NC(NC2=C1Cl)=O)=O (7,8-dichloroquinazolin-2,4(1H,3H)-dione). Reported procedure: Prepared according to general method C from 2-amino-3,4-dichlorobenzoic acid (2.23 g) and urea (6.49 g). Yield 2.18 g (87%) of a solid. 1H-NMR (DMSO-δ6) δ (ppm) 11.64 (br s, 1H), 10.87 (br s, 1H), 7.86 (d, J=8.5 Hz, 1H), 7.43 (d, J=8.5 Hz, 1H). Procedure: The title compound was prepared in a manner similar to that described for Intermediate A16 and Intermediate A2 (Step 2-Step 3) starting from diethyl malonate, 2-bromoethyl methyl ether and 2-amino-5-picoline, 1H NMR (300 MHz, CDCl3) δ 9.24 (br s, 1H), 8.14 (m, 2H), 7.52 (dd, 1H), 4.48 (br s, 1H), 4.39 (m, 1H), 3.69 (m, 2H), 3.39 (s, 3H), 2.25 (m, 4H), 2.09 (m, 1H). Product: OC(C(=O)NC1=NC=C(C=C1)C)CCOC (2-hydroxy-4-methoxy-N-(5-methylpyridin-2-yl)butanamide). Reactants: Intermediate A2, NC1=NC=C(C=C1)C (2-amino-5-picoline), C(CC(=O)OCC)(=O)OCC (diethyl malonate), COCCBr (2-bromoethyl methyl ether). As a reaction SMILES: [C:1]([O:9][CH2:10]C)(=O)[CH2:2][C:3]([O:5]CC)=O.[CH3:12][O:13]CCBr.[NH2:17][C:18]1[CH:23]=[CH:22][C:21]([CH3:24])=[CH:20][N:19]=1>>[OH:5][CH:3]([CH2:2][CH2:1][O:9][CH3:10])[C:12]([NH:17][C:18]1[CH:23]=[CH:22][C:21]([CH3:24])=[CH:20][N:19]=1)=[O:13]. The reactants are COc1cc2nccc(Oc3ccc4c(C(=O)Cl)cccc4c3)c2cc1OC, ClCCl, NC1CC1F. Yields the product COc1cc2nccc(Oc3ccc4c(C(=O)NC5CC5F)cccc4c3)c2cc1OC. As a reaction SMILES: [CH3:1][O:2][c:3]1[cH:4][c:5]2[c:6]([O:15][c:16]3[cH:17][c:18]4[cH:19][cH:20][cH:21][c:22]([C:26](=[O:27])[Cl:28])[c:23]4[cH:24][cH:25]3)[cH:7][cH:8][n:9][c:10]2[cH:11][c:12]1[O:13][CH3:14].[Cl:34][CH2:35][Cl:36].[F:29][CH:30]1[CH:31]([NH2:33])[CH2:32]1>>[CH3:1][O:2][c:3]1[cH:4][c:5]2[c:6]([O:15][c:16]3[cH:17][c:18]4[cH:19][cH:20][cH:21][c:22]([C:26](=[O:27])[NH:33][CH:31]5[CH:30]([F:29])[CH2:32]5)[c:23]4[cH:24][cH:25]3)[cH:7][cH:8][n:9][c:10]2[cH:11][c:12]1[O:13][CH3:14]. The reactants are O=C([O-])[O-], CC1(CN2CCNCC2)Cn2cc([N+](=O)[O-])nc2O1, O=S(=O)(Cl)CCc1ccc(Cl)cc1, Cl, Cl, [K+], [K+], CN(C)C=O, O. The product is CC1(CN2CCN(S(=O)(=O)CCc3ccc(Cl)cc3)CC2)Cn2cc([N+](=O)[O-])nc2O1. Reaction SMILES: [C:27](=[O:28])([O-:29])[O-:30].[CH3:3][C:4]1([CH2:15][N:16]2[CH2:17][CH2:18][NH:19][CH2:20][CH2:21]2)[CH2:5][n:6]2[c:7]([n:9][c:10]([N+:12](=[O:13])[O-:14])[cH:11]2)[O:8]1.[Cl:33][c:34]1[cH:35][cH:36][c:37]([CH2:40][CH2:41][S:42](=[O:43])(=[O:44])[Cl:45])[cH:38][cH:39]1.[ClH:1].[ClH:2].[K+:31].[K+:32].[O:22]=[CH:23][N:24]([CH3:25])[CH3:26].[OH2:46]>>[CH3:3][C:4]1([CH2:15][N:16]2[CH2:17][CH2:18][N:19]([S:42]([CH2:41][CH2:40][c:37]3[cH:36][cH:35][c:34]([Cl:33])[cH:39][cH:38]3)(=[O:43])=[O:44])[CH2:20][CH2:21]2)[CH2:5][n:6]2[c:7]([n:9][c:10]([N+:12](=[O:13])[O-:14])[cH:11]2)[O:8]1. Reactants: Cl (hydrochloric acid), ClC=1C(=C(C(=O)O)C=C(C1)C(F)(F)F)F (3-Chloro-2-fluoro-5-(trifluoromethyl)benzoic acid), C1=CC(=CC=C1[N+](=O)[O-])O (p-nitrophenol), C([O-])([O-])=O.[K+].[K+] (potassium carbonate). Run in CS(=O)C (dimethylsulfoxide). Conditions: time 8 hour. Yields the product 4'-nitrophenoxy ether, ClC=1C=C(C(=O)O)C=C(C1)C(F)(F)F (3-chloro-5-(trifluoromethyl)benzoic acid). As a reaction SMILES: [Cl:1][C:2]1[C:3](F)=[C:4]([CH:8]=[C:9]([C:11]([F:14])([F:13])[F:12])[CH:10]=1)[C:5]([OH:7])=[O:6].C1C([N+]([O-])=O)=CC=C(O)C=1.C(=O)([O-])[O-].[K+].[K+].Cl>CS(C)=O>[Cl:1][C:2]1[CH:3]=[C:4]([CH:8]=[C:9]([C:11]([F:12])([F:13])[F:14])[CH:10]=1)[C:5]([OH:7])=[O:6] |f:2.3.4|. Procedure details: 3-Chloro-2-fluoro-5-(trifluoromethyl)benzoic acid and an equimolar amount of p-nitrophenol are stirred with an equimolar amount of anhydrous potassium carbonate in dimethylsulfoxide at 110° C. for 24 hours and then left overnight at room temperature. The mixture is then poured into dilute hydrochloric acid and the solid is recovered and purified by dissolving, washing and drying to give 4'-nitrophenoxy ether at the 2-position of 3-chloro-5-(trifluoromethyl)benzoic acid. The reactants are ClC=1C=C2C=C(NC2=CC1)C(=O)O (5-chloro-1H-indole-2-carboxylic acid), COC([C@@H](N)C(C1=CC=CC=C1)C)=O (β-methylphenylalanine methyl ester). Yields the product ClC=1C=C2C=C(NC2=CC1)C(=O)NC(C(=O)OC)C(C)C1=CC=CC=C1 ((±)-Methyl 2-[(5-chloro-1H-indole-2-carbonyl)-amino]-3-phenyl-butyrate). RXN SMILES: [Cl:1][C:2]1[CH:3]=[C:4]2[C:8](=[CH:9][CH:10]=1)[NH:7][C:6]([C:11]([OH:13])=O)=[CH:5]2.[CH3:14][O:15][C:16](=[O:27])[C@H:17]([CH:19]([CH3:26])[C:20]1[CH:25]=[CH:24][CH:23]=[CH:22][CH:21]=1)[NH2:18]>>[Cl:1][C:2]1[CH:3]=[C:4]2[C:8](=[CH:9][CH:10]=1)[NH:7][C:6]([C:11]([NH:18][CH:17]([CH:19]([C:20]1[CH:21]=[CH:22][CH:23]=[CH:24][CH:25]=1)[CH3:26])[C:16]([O:15][CH3:14])=[O:27])=[O:13])=[CH:5]2. Reported procedure: From 5-chloro-1H-indole-2-carboxylic acid and DL-β-methylphenylalanine methyl ester.